Dataset: the Open Reaction Database (ORD), a public repository of structured organic reaction records. Task: describe an organic reaction: reactants, conditions, products, and yield The reactants are CCOC(C)=O, O=[N+]([O-])c1cnc2c(c1)c(I)cn2S(=O)(=O)c1ccccc1, [Na+], O=C([O-])O. Product: Nc1cnc2c(c1)c(I)cn2S(=O)(=O)c1ccccc1. Reaction SMILES: [CH3:28][CH2:29][O:30][C:31]([CH3:32])=[O:33].[I:1][c:2]1[cH:3][n:4]([S:14](=[O:15])(=[O:16])[c:17]2[cH:18][cH:19][cH:20][cH:21][cH:22]2)[c:5]2[n:6][cH:7][c:8]([N+:11]([O-:12])=[O:13])[cH:9][c:10]12.[Na+:27].[O-:23][C:24]([OH:25])=[O:26]>>[I:1][c:2]1[cH:3][n:4]([S:14](=[O:15])(=[O:16])[c:17]2[cH:18][cH:19][cH:20][cH:21][cH:22]2)[c:5]2[n:6][cH:7][c:8]([NH2:11])[cH:9][c:10]12. Reactants: C(=O)[O-].[NH4+] (ammonium formate), C(C1=CC=CC=C1)OC1=CC=C(C=C1)C1COC(OC1)(C)C (5-(4-(benzyloxy)phenyl)-2,2-dimethyl-1,3-dioxane). The reagents and catalysts are [Pd] (Pd/C). The solvent is CO (methanol), CO (methanol). Reaction conditions: temperature 30 celsius. Product: CC1(OCC(CO1)C1=CC=C(C=C1)O)C (4-(2,2-dimethyl-1,3-dioxan-5-yl)phenol). Isolated yield 37.2%. RXN SMILES: C([O:8][C:9]1[CH:14]=[CH:13][C:12]([CH:15]2[CH2:20][O:19][C:18]([CH3:22])([CH3:21])[O:17][CH2:16]2)=[CH:11][CH:10]=1)C1C=CC=CC=1.C([O-])=O.[NH4+]>CO.[Pd]>[CH3:21][C:18]1([CH3:22])[O:17][CH2:16][CH:15]([C:12]2[CH:13]=[CH:14][C:9]([OH:8])=[CH:10][CH:11]=2)[CH2:20][O:19]1 |f:1.2|. Procedure details: To a suspension of 10% Pd/C (85 mg) in methanol was added a solution of 5-(4-(benzyloxy)phenyl)-2,2-dimethyl-1,3-dioxane (850.0 gm, 0.00775 moles) in methanol (20 ml). To this was added ammonium formate (900 mg, 0.0143 mole) and the reaction mixture was refluxed for 2 hrs. The reaction mixture was then cooled to 30° C. and filtered through celite. The filtrate was evaporated under reduced pressure and residue was dissolved in dichloromethane and filtered through celite. The filtrate was evaporat... Starting materials: [Ag+], CC(=O)OC1CSC(Br)C(OC(C)=O)C1OC(C)=O, ClCCl, [Cl-], [Cl-], N#Cc1ccccc1O, [Zn+2], O=C([O-])c1ncc[nH]1. Yields the product CC(=O)OC1CSC(Oc2ccccc2C#N)C(OC(C)=O)C1OC(C)=O. Reaction SMILES: [Ag+:40].[C:10]([CH3:11])(=[O:12])[O:13][CH:14]1[CH:15]([Br:28])[S:16][CH2:17][CH:18]([O:24][C:25]([CH3:26])=[O:27])[CH:19]1[O:20][C:21]([CH3:22])=[O:23].[CH2:29]([Cl:30])[Cl:31].[Cl-:41].[Cl-:43].[OH:1][c:2]1[c:3]([C:4]#[N:5])[cH:6][cH:7][cH:8][cH:9]1.[Zn+2:42].[nH:32]1[cH:33][cH:34][n:35][c:36]1[C:37]([O-:38])=[O:39]>>[O:1]([c:2]1[c:3]([C:4]#[N:5])[cH:6][cH:7][cH:8][cH:9]1)[CH:15]1[CH:14]([O:13][C:10]([CH3:11])=[O:12])[CH:19]([O:20][C:21]([CH3:22])=[O:23])[CH:18]([O:24][C:25]([CH3:26])=[O:27])[CH2:17][S:16]1.